Dataset: the Open Reaction Database (ORD), a public repository of structured organic reaction records. Task: describe an organic reaction: reactants, conditions, products, and yield Reactants: ( 7 ), ClC(=S)OC (O-methyl chlorothioformate), P(OC)(OC)OC (trimethyl phosphite). The solvent is C1(=CC=CC=C1)C (toluene), C1(=CC=CC=C1)C (toluene). Reaction conditions: time 2 hour. Yields the product COC(=S)P(=O)(OC)OC (Methyl(Dimethoxyphosphinyl)thioformate). Yield: 56.5%. RXN SMILES: Cl[C:2]([O:4][CH3:5])=[S:3].[P:6]([O:11]C)([O:9][CH3:10])[O:7][CH3:8]>C1(C)C=CC=CC=1>[CH3:5][O:4][C:2]([P:6]([O:9][CH3:10])([O:7][CH3:8])=[O:11])=[S:3]. Reported procedure: While cooled externally with cold water, 34 g of the crude oil described above was treated with 9 g of chlorine. The temperature should not exceed 30° C. to avoid over-chlorination. The mixture was heated slowly, then fractionated. The fraction boiling at 84-86° C./760 mm was collected, giving 12.7 g of O-methyl chlorothioformate, Y=72%. 1H NMR: δ(ppm) 4.16. [See, Dieter Martin and Wolfgang Mocke, Chemishe Berichte, 98 (7), 2059 (1965).4] A solution of 0.55 g (5 mmol) of O-methyl chlorothioforma... Starting materials: Cl (hydrochloric acid), CO (Methanol), FC=1C=C(C=CC1C=1N(C=C(N1)C(F)(F)F)COCC[Si](C)(C)C)C=1C(=CC(=NC1)OCC(C(=O)OC)(C)C)C (methyl 3-[(5-{3-fluoro-4-[4-(trifluoromethyl)-1-{[2-(trimethylsilyl)ethoxy]methyl}-1H-imidazol-2-yl]phenyl}-4-methylpyridin-2-yl)oxy]-2,2-dimethylpropanoate), [OH-].[Na+] (sodium hydroxide). Run in C(C)(=O)OCC (Ethyl acetate), O1CCCC1 (tetrahydrofuran). Run at temperature 50 celsius, time 2 hour. Yields the product FC=1C=C(C=CC1C=1N(C=C(N1)C(F)(F)F)COCC[Si](C)(C)C)C=1C(=CC(=NC1)OCC(C(=O)O)(C)C)C (3-[(5-{3-fluoro-4-[4-(trifluoromethyl)-1-{[2-(trimethylsilyl)ethoxy]methyl}-1H-imidazol-2-yl]phenyl}-4-methylpyridin-2-yl)oxy]-2,2-dimethylpropanoic acid). The yield is 111.9%. Reaction SMILES: CO.[F:3][C:4]1[CH:5]=[C:6]([C:27]2[C:28]([CH3:42])=[CH:29][C:30]([O:33][CH2:34][C:35]([CH3:41])([CH3:40])[C:36]([O:38]C)=[O:37])=[N:31][CH:32]=2)[CH:7]=[CH:8][C:9]=1[C:10]1[N:11]([CH2:19][O:20][CH2:21][CH2:22][Si:23]([CH3:26])([CH3:25])[CH3:24])[CH:12]=[C:13]([C:15]([F:18])([F:17])[F:16])[N:14]=1.[OH-].[Na+].Cl>C(OCC)(=O)C.O1CCCC1>[F:3][C:4]1[CH:5]=[C:6]([C:27]2[C:28]([CH3:42])=[CH:29][C:30]([O:33][CH2:34][C:35]([CH3:40])([CH3:41])[C:36]([OH:38])=[O:37])=[N:31][CH:32]=2)[CH:7]=[CH:8][C:9]=1[C:10]1[N:11]([CH2:19][O:20][CH2:21][CH2:22][Si:23]([CH3:24])([CH3:26])[CH3:25])[CH:12]=[C:13]([C:15]([F:18])([F:16])[F:17])[N:14]=1 |f:2.3|. Reported procedure: Methanol (3.0 mL) and tetrahydrofuran (3.0 mL) were added to methyl 3-[(5-{3-fluoro-4-[4-(trifluoromethyl)-1-{[2-(trimethylsilyl)ethoxy]methyl}-1H-imidazol-2-yl]phenyl}-4-methylpyridin-2-yl)oxy]-2,2-dimethylpropanoate (660 mg), and after adding 2N aqueous sodium hydroxide solution (4.0 mL) to the mixture, the resulting mixture was stirred at 50° C. for 2 hours. Ethyl acetate was added to the reaction mixture, and the mixture was neutralized by 2N hydrochloric acid. The organic layer was separate... Reactants: [Br-], NCc1ccc(Cl)c(Oc2cc(Cl)cc(Br)c2)c1F, CCCC[Zn+], C1CCOC1, CCOC(C)=O, c1ccc(P(c2ccccc2)(c2ccccc2)[Pd](P(c2ccccc2)(c2ccccc2)c2ccccc2)(P(c2ccccc2)(c2ccccc2)c2ccccc2)P(c2ccccc2)(c2ccccc2)c2ccccc2)cc1. Product: CCCCc1cc(Cl)cc(Oc2c(Cl)ccc(CN)c2F)c1. Reaction SMILES: [Br-:20].[Br:1][c:2]1[cH:3][c:4]([O:9][c:10]2[c:11]([F:19])[c:12]([CH2:17][NH2:18])[cH:13][cH:14][c:15]2[Cl:16])[cH:5][c:6]([Cl:8])[cH:7]1.[CH2:21]([CH2:22][CH2:23][CH3:24])[Zn+:25].[CH2:26]1[O:27][CH2:28][CH2:29][CH2:30]1.[CH3:31][CH2:32][O:33][C:34]([CH3:35])=[O:36].[cH:37]1[cH:38][cH:39][c:40]([P:41]([Pd:42]([P:43]([c:44]2[cH:45][cH:46][cH:47][cH:48][cH:49]2)([c:50]2[cH:51][cH:52][cH:53][cH:54][cH:55]2)[c:56]2[cH:57][cH:58][cH:59][cH:60][cH:61]2)([P:62]([c:63]2[cH:64][cH:65][cH:66][cH:67][cH:68]2)([c:69]2[cH:70][cH:71][cH:72][cH:73][cH:74]2)[c:75]2[cH:76][cH:77][cH:78][cH:79][cH:80]2)[P:81]([c:82]2[cH:83][cH:84][cH:85][cH:86][cH:87]2)([c:88]2[cH:89][cH:90][cH:91][cH:92][cH:93]2)[c:94]2[cH:95][cH:96][cH:97][cH:98][cH:99]2)([c:100]2[cH:101][cH:102][cH:103][cH:104][cH:105]2)[c:106]2[cH:107][cH:108][cH:109][cH:110][cH:111]2)[cH:112][cH:113]1>>[c:2]1([CH2:21][CH2:22][CH2:23][CH3:24])[cH:3][c:4]([O:9][c:10]2[c:11]([F:19])[c:12]([CH2:17][NH2:18])[cH:13][cH:14][c:15]2[Cl:16])[cH:5][c:6]([Cl:8])[cH:7]1. Starting materials: BrC=1C=CC(=C(C1)\C=N\C(C)(C)C)I (N-[(1E)-(5-bromo-2-iodophenyl)methylene]-N-(tert-butyl)amine), C(CC#C)O (3-butyn-1-ol), C(C)(C)NC(C)C (diisopropylamine). Reagents/catalysts: [Cu]I (CuI), Cl[Pd]([P](C1=CC=CC=C1)(C2=CC=CC=C2)C3=CC=CC=C3)([P](C4=CC=CC=C4)(C5=CC=CC=C5)C6=CC=CC=C6)Cl (PdCl2(PPh3)2), [Cu]I (CuI). The solvent is C(Cl)Cl (CH2Cl2), C1(=CC=CC=C1)C (toluene). Run at time 4 hour. The product is BrC1=CC=C2C=C(N=CC2=C1)CCO (2-(7-bromo-3-isoquinolinyl)ethanol). Reaction SMILES: [Br:1][C:2]1[CH:3]=[CH:4][C:5](I)=[C:6](/[CH:8]=[N:9]/[C:10]([CH3:13])([CH3:12])C)[CH:7]=1.[CH2:15]([OH:19])CC#C.C(NC(C)C)(C)C>C1(C)C=CC=CC=1.C(Cl)Cl.[Cu]I.Cl[Pd](Cl)([P](C1C=CC=CC=1)(C1C=CC=CC=1)C1C=CC=CC=1)[P](C1C=CC=CC=1)(C1C=CC=CC=1)C1C=CC=CC=1>[Br:1][C:2]1[CH:7]=[C:6]2[C:5]([CH:13]=[C:10]([CH2:12][CH2:15][OH:19])[N:9]=[CH:8]2)=[CH:4][CH:3]=1 |^1:41,60|. Procedure details: The product from Example 62D (1.3 g, 3.6 mmol), 3-butyn-1-ol (0.3 g, 4.3 mmol), CuI (0.04 g, 0.2 mmol), and PdCl2(PPh3)2 (0.08 g, 0.1 mmol) were combined in toluene (15 mL). The mixture was treated with diisopropylamine (0.54 g, 5.3 mmol) and stirred at room temperature for 4 hours. The mixture was then treated with additional CuI (0.07 g, 0.4 mmol) and heated at 100° C. for 4 hours. The mixture was allowed to cool to room temperature, diluted with 30 mL CH2Cl2, and filtered. The filtrate was wa... Starting materials: ClC1=CC=C(C=C1)S(=O)(=O)C1=NC(=C(C(=O)O)C=C1F)CC1=C(C=CC(=C1)F)F (6-(4-chlorophenylsulfonyl)(2,5-difluorophenyl)methyl-5-fluoronicotinic acid), S1C(=NC=C1)N (thiazol-2-ylamine), N1(N=NC2=C1C=CC=C2)O (benzotriazol-1-ol), CN1CCOCC1 (4-methylmorpholine), Cl.C(C)N=C=NCCCN(C)C (1-ethyl-3-(3-dimethylaminopropyl)carbodiimide hydrochloride). Solvent: ClCCl (dichloromethane), C(C)(=O)OCC (ethyl acetate), CCCCCC (hexane). Conditions: time 14 hour. Yields the product ClC1=CC=C(C=C1)S(=O)(=O)C1=NC(=C(C(=O)NC=2SC=CN2)C=C1F)CC1=C(C=CC(=C1)F)F (6-(4-Chlorophenylsulfonyl)(2,5-difluorophenyl)methyl-5-fluoro-N-thiazol-2-ylnicotinamide). Yield: 60.9%. As a reaction SMILES: [Cl:1][C:2]1[CH:7]=[CH:6][C:5]([S:8]([C:11]2[C:19]([F:20])=[CH:18][C:14]([C:15]([OH:17])=O)=[C:13]([CH2:21][C:22]3[CH:27]=[C:26]([F:28])[CH:25]=[CH:24][C:23]=3[F:29])[N:12]=2)(=[O:10])=[O:9])=[CH:4][CH:3]=1.[S:30]1[CH:34]=[CH:33][N:32]=[C:31]1[NH2:35].N1(O)C2C=CC=CC=2N=N1.CN1CCOCC1.Cl.C(N=C=NCCCN(C)C)C>CCCCCC.C(OCC)(=O)C.ClCCl>[Cl:1][C:2]1[CH:7]=[CH:6][C:5]([S:8]([C:11]2[C:19]([F:20])=[CH:18][C:14]([C:15]([NH:35][C:31]3[S:30][CH:34]=[CH:33][N:32]=3)=[O:17])=[C:13]([CH2:21][C:22]3[CH:27]=[C:26]([F:28])[CH:25]=[CH:24][C:23]=3[F:29])[N:12]=2)(=[O:10])=[O:9])=[CH:4][CH:3]=1 |f:4.5|. Reported procedure: To a dichloromethane (2 ml) solution were added 6-(4-chlorophenylsulfonyl)(2,5-difluorophenyl)methyl-5-fluoronicotinic acid (100 mg, 0.23 mmol) were added thiazol-2-ylamine (25 mg, 0.25 mmol), benzotriazol-1-ol (34 mg, 0.25 mmol), 4-methylmorpholine (0.027 ml, 0.25 mmol) and 1-ethyl-3-(3-dimethylaminopropyl)carbodiimide hydrochloride (48 mg, 0.25 mmol) at room temperature. The resulting mixture was stirred at room temperature for 14 hours. To the reaction mixture was added ethyl acetate. The res... The reactants are FC1=CC=CC(=N1)C(CC(=O)OCC)=O (ethyl 3-(6-fluoropyridin-2-yl)-3-oxopropionate), [H-].[Na+] (sodium hydride), O (water), FC(C(F)F)(OC=1C=C(C=CC1)CBr)F (3-(1,1,2,2-tetrafluoroethoxy)-α-bromotoluene). The solvent is COCCOC (1,2-dimethoxyethane), COCCOC (1,2-dimethoxyethane). Conditions: time 30 minute. Product: FC1=CC=CC(=N1)C(C(C(=O)OCC)CC1=CC(=CC=C1)OC(C(F)F)(F)F)=O (ethyl 3-(6-fluoropyridin-2-yl)-3-oxo-2-((3-(1,1,2,2-tetrafluoroethoxy)phenyl)methyl)propionate). Yield: 52.0%. As a reaction SMILES: [F:1][C:2]1[N:7]=[C:6]([C:8](=[O:15])[CH2:9][C:10]([O:12][CH2:13][CH3:14])=[O:11])[CH:5]=[CH:4][CH:3]=1.[H-].[Na+].[F:18][C:19]([F:32])([O:23][C:24]1[CH:25]=[C:26]([CH2:30]Br)[CH:27]=[CH:28][CH:29]=1)[CH:20]([F:22])[F:21].O>COCCOC>[F:1][C:2]1[N:7]=[C:6]([C:8](=[O:15])[CH:9]([CH2:30][C:26]2[CH:27]=[CH:28][CH:29]=[C:24]([O:23][C:19]([F:18])([F:32])[CH:20]([F:21])[F:22])[CH:25]=2)[C:10]([O:12][CH2:13][CH3:14])=[O:11])[CH:5]=[CH:4][CH:3]=1 |f:1.2|. Procedure: To a solution of 3-(1,1,2,2-tetrafluoroethoxy)toluene (7.51 g, 35.6 mmol) in carbon tetrachloride (100 ml) were added N-bromosuccinimide (7.60 g, 42.7 mmol) and 2,2′-azobis(isobutyronitrile) (290 mg, 1.78 mmol), and the mixture was heated under reflux for 4 hrs. After cooling, the reaction solution was filtered, the filtrate was concentrated to give 3-(1,1,2,2-tetrafluoroethoxy)-α-bromotoluene. To a solution of ethyl 3-(6-fluoropyridin-2-yl)-3-oxopropionate (7.51 g, 35.6 mmol) in 1,2-dimethoxyet... The reactants are C1(=CC=CC=C1)S(=O)(=O)CC1=CC=C(C(=C1C(=O)OCC)OC)CC (ethyl 6-(benzenesulphonylmethyl)-3-ethyl-2-methoxybenzoate), C1(=CC=CC=C1)S(=O)(=O)CC1=CC=C(C(=C1C(=O)OCC)OC)CC (ethyl 6-(benzenesulphonylmethyl)-3-ethyl-2-methoxybenzoate), [H-].[Na+] (Sodium hydride), IC (iodomethane), resultant mixture, [Cl-].[NH4+] (Ammonium chloride). Run in CN(C)C=O (DMF), O (water). Product: C1(=CC=CC=C1)S(=O)(=O)C(C)C1=CC=C(C(=C1C(=O)OCC)OC)CC (ethyl 6-(1-benzenesulphonylethyl)-3-ethyl-2-methoxybenzoate). RXN SMILES: [H-].[Na+].[C:3]1([S:9]([CH2:12][C:13]2[C:18]([C:19]([O:21][CH2:22][CH3:23])=[O:20])=[C:17]([O:24][CH3:25])[C:16]([CH2:26][CH3:27])=[CH:15][CH:14]=2)(=[O:11])=[O:10])[CH:8]=[CH:7][CH:6]=[CH:5][CH:4]=1.I[CH3:29].[Cl-].[NH4+]>CN(C=O)C.O>[C:3]1([S:9]([CH:12]([C:13]2[C:18]([C:19]([O:21][CH2:22][CH3:23])=[O:20])=[C:17]([O:24][CH3:25])[C:16]([CH2:26][CH3:27])=[CH:15][CH:14]=2)[CH3:29])(=[O:11])=[O:10])[CH:4]=[CH:5][CH:6]=[CH:7][CH:8]=1 |f:0.1,4.5|. Procedure: Sodium hydride (60% oil dispersion, 0.009 g) was added to a stirred and cooled solution of ethyl 6-(benzenesulphonylmethyl)-3-ethyl-2-methoxybenzoate (Intermediate 20, 0.075 g) in DMF (1 ml) at 0° C. under an atmosphere of nitrogen. After stirring for 15 minutes iodomethane (0.014 ml) was added and the resultant mixture was stirred at room temperature for 1 hour. Ammonium chloride (saturated aqueous solution) was added followed by water and the mixture was extracted with ethyl acetate, washed wi... Reactants: HP—silica gel, BrCCCC#N (4-bromobutanenitrile), C(C)(C)N(C(C)C)CC (N,N-diisopropylethylamine), FC(C(=O)N(CC1CCNCC1)C1C(C1)C1=CC=CC=C1)(F)F (2,2,2-trifluoro-N-(2-phenylcyclopropyl)-N-(piperidin-4-ylmethyl)acetamide). Run in C(C)#N (acetonitrile). Yields the product C(#N)CCCN1CCC(CC1)CN(C(C(F)(F)F)=O)C1C(C1)C1=CC=CC=C1 (N-((1-(3-cyanopropyl)piperidin-4-yl)methyl)-2,2,2-trifluoro-N-(2-phenylcyclopropyl)acetamide). Reaction SMILES: Br[CH2:2][CH2:3][CH2:4][C:5]#[N:6].C(N(CC)C(C)C)(C)C.[F:16][C:17]([F:38])([F:37])[C:18]([N:20]([CH:28]1[CH2:30][CH:29]1[C:31]1[CH:36]=[CH:35][CH:34]=[CH:33][CH:32]=1)[CH2:21][CH:22]1[CH2:27][CH2:26][NH:25][CH2:24][CH2:23]1)=[O:19]>C(#N)C>[C:5]([CH2:4][CH2:3][CH2:2][N:25]1[CH2:24][CH2:23][CH:22]([CH2:21][N:20]([CH:28]2[CH2:30][CH:29]2[C:31]2[CH:36]=[CH:35][CH:34]=[CH:33][CH:32]=2)[C:18](=[O:19])[C:17]([F:16])([F:37])[F:38])[CH2:27][CH2:26]1)#[N:6]. Procedure details: Added 4-bromobutanenitrile (100 mg, 0.674 mmol) to a solution of N,N-diisopropylethylamine (0.353 mL, 2.022 mmol), 2,2,2-trifluoro-N-(2-phenylcyclopropyl)-N-(piperidin-4-ylmethyl)acetamide (220 mg, 0.674 mmol) in acetonitrile (25 mL) and heated to reflux for 16 hours. Concentrated on rotovap and the residue was purified via Biotage (0% to 100% EtOAc:Hex; then 0% to 20% MeOH:DCM to get off more product: 10 g-HP—silica gel column). Reactants: O=C([O-])[O-], CS(C)=O, Cn1c(C#N)nc2c(C#N)c(N3CCCC(NC(=O)OC(C)(C)C)C3)n(Cc3cc(F)ccc3Cl)c2c1=O, [K+], [K+], [Na+], [Na+], O, OO, O=S([O-])[O-]. The product is Cn1c(C(N)=O)nc2c(C#N)c(N3CCCC(NC(=O)OC(C)(C)C)C3)n(Cc3cc(F)ccc3Cl)c2c1=O. Reaction SMILES: [C:1]([O-:2])(=[O:3])[O-:4].[CH3:53][S:54](=[O:55])[CH3:56].[Cl:9][c:10]1[c:11]([CH2:12][n:13]2[c:14]([N:28]3[CH2:29][CH:30]([NH:34][C:35]([O:36][C:37]([CH3:38])([CH3:39])[CH3:40])=[O:41])[CH2:31][CH2:32][CH2:33]3)[c:15]([C:26]#[N:27])[c:16]3[n:17][c:18]([C:24]#[N:25])[n:19]([CH3:23])[c:20](=[O:22])[c:21]23)[cH:42][c:43]([F:46])[cH:44][cH:45]1.[K+:5].[K+:6].[Na+:51].[Na+:52].[OH2:57].[OH:7][OH:8].[S:47]([O-:48])([O-:49])=[O:50]>>[O:2]=[C:24]([c:18]1[n:17][c:16]2[c:15]([C:26]#[N:27])[c:14]([N:28]3[CH2:29][CH:30]([NH:34][C:35]([O:36][C:37]([CH3:38])([CH3:39])[CH3:40])=[O:41])[CH2:31][CH2:32][CH2:33]3)[n:13]([CH2:12][c:11]3[c:10]([Cl:9])[cH:45][cH:44][c:43]([F:46])[cH:42]3)[c:21]2[c:20](=[O:22])[n:19]1[CH3:23])[NH2:25]. Reactants: CN(C)C=O, Clc1ccc(Cl)c(CN2CCNc3ncc(I)cc32)c1, [H-], CI, [Na+]. Product: CN1CCN(Cc2cc(Cl)ccc2Cl)c2cc(I)cnc21. RXN SMILES: [CH3:25][N:26]([CH3:27])[CH:28]=[O:29].[Cl:1][c:2]1[c:3]([CH2:4][N:5]2[c:6]3[c:7]([n:11][cH:12][c:13]([I:15])[cH:14]3)[NH:8][CH2:9][CH2:10]2)[cH:16][c:17]([Cl:20])[cH:18][cH:19]1.[H-:22].[I:23][CH3:24].[Na+:21]>>[Cl:1][c:2]1[c:3]([CH2:4][N:5]2[c:6]3[c:7]([n:11][cH:12][c:13]([I:15])[cH:14]3)[N:8]([CH3:24])[CH2:9][CH2:10]2)[cH:16][c:17]([Cl:20])[cH:18][cH:19]1.